From a dataset of the Open Reaction Database (ORD), a public repository of structured organic reaction records. describe an organic reaction: reactants, conditions, products, and yield The reactants are Cc1ccccc1, Nc1cccc(N)c1, COC(=O)c1sccc1NCc1ccnc2ccccc12. Yields the product Nc1cccc(NC(=O)c2sccc2NCc2ccnc3ccccc23)c1. RXN SMILES: [CH3:30][c:31]1[cH:32][cH:33][cH:34][cH:35][cH:36]1.[c:1]1([NH2:8])[cH:2][c:3]([NH2:7])[cH:4][cH:5][cH:6]1.[n:9]1[cH:10][cH:11][c:12]([CH2:19][NH:20][c:21]2[c:22]([C:26](=[O:27])[O:28][CH3:29])[s:23][cH:24][cH:25]2)[c:13]2[cH:14][cH:15][cH:16][cH:17][c:18]12>>[c:1]1([NH:8][C:26]([c:22]2[c:21]([NH:20][CH2:19][c:12]3[cH:11][cH:10][n:9][c:18]4[c:13]3[cH:14][cH:15][cH:16][cH:17]4)[cH:25][cH:24][s:23]2)=[O:27])[cH:2][c:3]([NH2:7])[cH:4][cH:5][cH:6]1. The reactants are C(C=CC)N1C(=C(C=2C1=C(N=NC2)Cl)C)C (1-(2-butenyl)-7-choro-2,3-dimethylpyrrolo[2,3-d]pyridazine), FC1=CC=C(CN)C=C1 (4-fluorobenzylamine), ice water. Reaction conditions: temperature 180 celsius. The product is C(C=CC)N1C(=C(C=2C1=C(N=NC2)NCC2=CC=C(C=C2)F)C)C (1-(2-butenyl)-7-(4-fluorobenzylamino)-2,3-dimethylpyrrolo[2,3-d]pyridazine). Reaction SMILES: [CH2:1]([N:5]1[C:9]2=[C:10](Cl)[N:11]=[N:12][CH:13]=[C:8]2[C:7]([CH3:15])=[C:6]1[CH3:16])[CH:2]=[CH:3][CH3:4].[F:17][C:18]1[CH:25]=[CH:24][C:21]([CH2:22][NH2:23])=[CH:20][CH:19]=1>>[CH2:1]([N:5]1[C:9]2=[C:10]([NH:23][CH2:22][C:21]3[CH:24]=[CH:25][C:18]([F:17])=[CH:19][CH:20]=3)[N:11]=[N:12][CH:13]=[C:8]2[C:7]([CH3:15])=[C:6]1[CH3:16])[CH:2]=[CH:3][CH3:4]. Procedure details: A solution of 0.35 g (0.0015 mole) of 1-(2-butenyl)-7-choro-2,3-dimethylpyrrolo[2,3-d]pyridazine dissolved in 3.5 ml of 4-fluorobenzylamine was heated at 180° C. for 2.5 hours. After completion of the reaction, the reaction mixture was allowed to cool to room temperature and then poured into ice-water. The aqueous mixture was extracted with dichloromethane. The extract was dried over anhydrous sodium sulfate and the solvent was distilled off under reduced pressure. The residue was purified by co... The reactants are C(C1=CC=CC=C1)N1CCC2(CC1)C(NC=1C=CC=C(C12)C#N)=O (1′-benzyl-2-oxospiro[indoline-3,4′-piperidine]-4-carbonitrile). The solvent is C1CCOC1 (THF), [H-].[H-].[H-].[H-].[Li+].[Al+3] (LiAlH4), C1CCOC1 (THF). Run at time 8 hour. The product is C(C1=CC=CC=C1)N1CCC2(CC1)CNC1=CC=CC(=C12)CN ((1′-benzylspiro[indoline-3,4′-piperidine]-4-yl)methanamine). As a reaction SMILES: [CH2:1]([N:8]1[CH2:13][CH2:12][C:11]2([C:21]3[C:20]([C:22]#[N:23])=[CH:19][CH:18]=[CH:17][C:16]=3[NH:15][C:14]2=O)[CH2:10][CH2:9]1)[C:2]1[CH:7]=[CH:6][CH:5]=[CH:4][CH:3]=1>C1COCC1.[H-].[H-].[H-].[H-].[Li+].[Al+3]>[CH2:1]([N:8]1[CH2:13][CH2:12][C:11]2([C:21]3[C:16](=[CH:17][CH:18]=[CH:19][C:20]=3[CH2:22][NH2:23])[NH:15][CH2:14]2)[CH2:10][CH2:9]1)[C:2]1[CH:7]=[CH:6][CH:5]=[CH:4][CH:3]=1 |f:2.3.4.5.6.7|. Procedure details: To a stirred solution of 1′-benzyl-2-oxospiro[indoline-3,4′-piperidine]-4-carbonitrile (0.88 g, 2.8 mmol) in THF (20 mL) was added dropwise a solution of IN LiAlH4 in THF (11 mL, 11 mmol) at about 0° C. under N2. The reaction mixture was allowed to warm to about room temperature and stirred overnight. The reaction was then heated at reflux for 1 h. After cooling, the reaction was quenched by the dropwise addition of water (0.44 mL), followed by 3N NaOH (0.44 mL) and water (1.3 mL) at about 0° C.... Starting materials: O=C1CCC(=O)N1Br, Cc1c(Cl)ccc(Br)c1Cl, O=C(OOC(=O)c1ccccc1)c1ccccc1. Yields the product Clc1ccc(Br)c(Cl)c1CBr. As a reaction SMILES: [Br:11][N:12]1[C:13](=[O:14])[CH2:15][CH2:16][C:17]1=[O:18].[Br:1][c:2]1[c:3]([Cl:10])[c:4]([CH3:9])[c:5]([Cl:8])[cH:6][cH:7]1.[C:19]([O:20][O:21][C:22](=[O:23])[c:24]1[cH:25][cH:26][cH:27][cH:28][cH:29]1)(=[O:30])[c:31]1[cH:32][cH:33][cH:34][cH:35][cH:36]1>>[Br:1][c:2]1[c:3]([Cl:10])[c:4]([CH2:9][Br:11])[c:5]([Cl:8])[cH:6][cH:7]1. Reactants: CN1C(CC[C@@]2(C3=C(CC[C@@H]12)C=C(C=C3)Br)C)=O ((+)-(4aR)-(10bR)-4-methyl-8-bromo-10b-methyl-1,2,3,4,4a, 5,6,10b-octahydrobenzo[f]quinolin-3-one), S1C(=CC2=C1C=CC=C2)B(O)O (2-benzothiopheneboronic acid), C([O-])([O-])=O.[Na+].[Na+] (sodium carbonate), C1(=CC=CC=C1)C (toluene). The reagents and catalysts are [Pd].C1(=CC=CC=C1)P(C1=CC=CC=C1)C1=CC=CC=C1.C1(=CC=CC=C1)P(C1=CC=CC=C1)C1=CC=CC=C1.C1(=CC=CC=C1)P(C1=CC=CC=C1)C1=CC=CC=C1.C1(=CC=CC=C1)P(C1=CC=CC=C1)C1=CC=CC=C1 (tetrakis (triphenylphosphine) palladium (0)). The solvent is C(Cl)(Cl)Cl (chloroform). Yields the product CN1C(CC[C@@]2(C3=C(CC[C@@H]12)C=C(C=C3)C=3SC1=C(C3)C=CC=C1)C)=O ((+)-(4aR)-(10bR)-4-methyl-8-(2-benzothienyl)-10b-methyl-1,2,3,4,4a,5,6,10b-octahydrobenzo[f]quinolin-3-one). Isolated yield 80.9%. RXN SMILES: [CH3:1][N:2]1[C@H:11]2[C@@:6]([CH3:17])([C:7]3[CH:15]=[CH:14][C:13](Br)=[CH:12][C:8]=3[CH2:9][CH2:10]2)[CH2:5][CH2:4][C:3]1=[O:18].[S:19]1[C:23]2[CH:24]=[CH:25][CH:26]=[CH:27][C:22]=2[CH:21]=[C:20]1B(O)O.C(=O)([O-])[O-].[Na+].[Na+].C1(C)C=CC=CC=1>C(Cl)(Cl)Cl.[Pd].C1(P(C2C=CC=CC=2)C2C=CC=CC=2)C=CC=CC=1.C1(P(C2C=CC=CC=2)C2C=CC=CC=2)C=CC=CC=1.C1(P(C2C=CC=CC=2)C2C=CC=CC=2)C=CC=CC=1.C1(P(C2C=CC=CC=2)C2C=CC=CC=2)C=CC=CC=1>[CH3:1][N:2]1[C@H:11]2[C@@:6]([CH3:17])([C:7]3[CH:15]=[CH:14][C:13]([C:20]4[S:19][C:23]5[CH:24]=[CH:25][CH:26]=[CH:27][C:22]=5[CH:21]=4)=[CH:12][C:8]=3[CH2:9][CH2:10]2)[CH2:5][CH2:4][C:3]1=[O:18] |f:2.3.4,7.8.9.10.11|. Reported procedure: A 15 mL round bottom flask was charged with (+)-(4aR)-(10bR)-4-methyl-8-bromo-10b-methyl-1,2,3,4,4a, 5,6,10b-octahydrobenzo[f]quinolin-3-one (200 mg, 0.65 mmol), tetrakis (triphenylphosphine) palladium (0) (23 mg, 0.02 mmol), 2-benzothiopheneboronic acid (140 mg, 0.78 mmol), 0.65 mL of 2M sodium carbonate solution and 2 mL of toluene, fitted with a reflux condenser, and the stirred mixture was heated at 80°, under nitrogen, for 17 h. The mixture was cooled, diluted with chloroform (75 mL) and wa... Reactants: [Al+3], [H-], [H-], [H-], [H-], [Li+], NCC(=O)N1CCCC1CO, [Na+], C1CCOC1, [OH-], O. The product is NCCN1CCCC1CO. Reaction SMILES: [Al+3:2].[H-:1].[H-:4].[H-:5].[H-:6].[Li+:3].[NH2:7][CH2:8][C:9](=[O:10])[N:11]1[CH:12]([CH2:16][OH:17])[CH2:13][CH2:14][CH2:15]1.[Na+:20].[O:21]1[CH2:22][CH2:23][CH2:24][CH2:25]1.[OH-:19].[OH2:18]>>[NH2:7][CH2:8][CH2:9][N:11]1[CH:12]([CH2:16][OH:17])[CH2:13][CH2:14][CH2:15]1. Reactants: CCN=C=NCCCN(C)C, CCN(C(C)C)C(C)C, O=C(O)C(F)(F)F, FC(F)(F)c1ccccc1OC1CCNCC1, CN(C)C=O, O, On1nnc2ccccc21, O=C(O)CNC(=O)c1cn(-c2ccccc2)cn1. Yields the product O=C(NCC(=O)N1CCC(Oc2ccccc2C(F)(F)F)CC1)c1cn(-c2ccccc2)cn1. RXN SMILES: [CH3:38][CH2:39][N:40]=[C:41]=[N:42][CH2:43][CH2:44][CH2:45][N:46]([CH3:47])[CH3:48].[CH:1]([N:2]([CH2:3][CH3:4])[CH:5]([CH3:6])[CH3:7])([CH3:8])[CH3:9].[F:49][C:50]([F:51])([F:52])[C:53]([OH:54])=[O:55].[F:56][C:57]([c:58]1[c:59]([O:60][CH:61]2[CH2:62][CH2:63][NH:64][CH2:65][CH2:66]2)[cH:67][cH:68][cH:69][cH:70]1)([F:71])[F:72].[O:73]=[CH:74][N:75]([CH3:76])[CH3:77].[OH2:78].[OH:28][n:29]1[c:30]2[c:31]([cH:32][cH:33][cH:34][cH:35]2)[n:36][n:37]1.[c:10]1(-[n:16]2[cH:17][n:18][c:19]([C:21](=[O:22])[NH:23][CH2:24][C:25](=[O:26])[OH:27])[cH:20]2)[cH:11][cH:12][cH:13][cH:14][cH:15]1>>[c:10]1(-[n:16]2[cH:17][n:18][c:19]([C:21](=[O:22])[NH:23][CH2:24][C:25](=[O:27])[N:64]3[CH2:63][CH2:62][CH:61]([O:60][c:59]4[c:58]([C:57]([F:56])([F:71])[F:72])[cH:70][cH:69][cH:68][cH:67]4)[CH2:66][CH2:65]3)[cH:20]2)[cH:11][cH:12][cH:13][cH:14][cH:15]1. The reactants are OCC1CC(c2ccc(Br)cn2)=NO1, CC(=O)NCC1CN(c2ccc([Sn](C)(C)C)cc2)C(=O)O1, c1coc(P(c2ccco2)c2ccco2)c1. The product is CC(=O)NCC1CN(c2ccc(-c3ccc(C4=NOC(CO)C4)nc3)cc2)C(=O)O1. RXN SMILES: [Br:22][c:23]1[cH:24][cH:25][c:26]([C:29]2=[N:30][O:31][CH:32]([CH2:34][OH:35])[CH2:33]2)[n:27][cH:28]1.[O:1]=[C:2]1[O:3][CH:4]([CH2:17][NH:18][C:19]([CH3:20])=[O:21])[CH2:5][N:6]1[c:7]1[cH:8][cH:9][c:10]([Sn:13]([CH3:14])([CH3:15])[CH3:16])[cH:11][cH:12]1.[o:36]1[cH:37][cH:38][cH:39][c:40]1[P:41]([c:42]1[o:43][cH:44][cH:45][cH:46]1)[c:47]1[o:48][cH:49][cH:50][cH:51]1>>[O:1]=[C:2]1[O:3][CH:4]([CH2:17][NH:18][C:19]([CH3:20])=[O:21])[CH2:5][N:6]1[c:7]1[cH:8][cH:9][c:10](-[c:23]2[cH:24][cH:25][c:26]([C:29]3=[N:30][O:31][CH:32]([CH2:34][OH:35])[CH2:33]3)[n:27][cH:28]2)[cH:11][cH:12]1. The reactants are COP(OC)(=O)CCC=O (oxopropylphosphonic acid dimethyl ester), C(C)(C)N(CC)C(C)C (diisopropylethylamine), CC1(OCCO1)C1(CC1)C=O (1-(2-Methyl-1,3-dioxolan-2-yl)cyclopropanecarbaldehyde), [Cl-].[Na+] (sodium chloride), [Cl-].[Li+] (lithium chloride). Run in C(C)#N (acetonitrile). Run at time 18 hour. The product is CC1(OCCO1)C1(CC1)/C=C/C(C)=O ((E)-4-[1-(2-Methyl-1,3-dioxolan-2-yl)cyclopropyl]-3-buten-2-one). Reaction SMILES: [Cl-].[Li+].COP([CH2:9][CH2:10][CH:11]=[O:12])(=O)OC.[CH:13](N(C(C)C)CC)(C)C.[CH3:22][C:23]1([C:28]2(C=O)[CH2:30][CH2:29]2)[O:27][CH2:26][CH2:25][O:24]1.[Cl-].[Na+]>C(#N)C>[CH3:22][C:23]1([C:28]2(/[CH:9]=[CH:10]/[C:11](=[O:12])[CH3:13])[CH2:30][CH2:29]2)[O:27][CH2:26][CH2:25][O:24]1 |f:0.1,5.6|. Reported procedure: 13.8 g of lithium chloride (anhydrous) is introduced into 120 ml of acetonitrile under nitrogen, and 49.8 ml of oxopropylphosphonic acid dimethyl ester, 51.3 ml of diisopropylethylamine and 5.4 g of aldehyde 7 are added in succession. It is stirred for 18 hours at room temperature, and then sodium chloride solution is added. It is extracted with ethyl acetate, washed with sodium chloride solution and dried on sodium sulfate. The residue is chromatographed on silica gel with ethyl acetate/hexane,... The reactants are COC([C@@H](C(C)C)N(CC1=CC=CC=C1)S(=O)(=O)C1=CC2=C(N=C(S2)SCC)C=C1)=O ((2R)-3-methyl-2-[(ethylthio-6-benzthiazolsulfonyl)benzylamino]butanoic Acid Methylester), [Li+].[OH-] (LiOH). Solvent: C1CCOC1.O (THF H2O). The product is CC([C@H](C(=O)O)N(CC1=CC=CC=C1)S(=O)(=O)C1=CC2=C(N=C(S2)SCC)C=C1)C ((2R)-3-methyl-2-[(ethylthio-6-benzthiazolsulfonyl)benzylamino]butanoic Acid). RXN SMILES: C[O:2][C:3](=[O:31])[C@H:4]([N:8]([S:16]([C:19]1[CH:30]=[CH:29][C:22]2[N:23]=[C:24]([S:26][CH2:27][CH3:28])[S:25][C:21]=2[CH:20]=1)(=[O:18])=[O:17])[CH2:9][C:10]1[CH:15]=[CH:14][CH:13]=[CH:12][CH:11]=1)[CH:5]([CH3:7])[CH3:6].[Li+].[OH-]>C1COCC1.O>[CH3:7][CH:5]([CH3:6])[C@@H:4]([N:8]([S:16]([C:19]1[CH:30]=[CH:29][C:22]2[N:23]=[C:24]([S:26][CH2:27][CH3:28])[S:25][C:21]=2[CH:20]=1)(=[O:17])=[O:18])[CH2:9][C:10]1[CH:11]=[CH:12][CH:13]=[CH:14][CH:15]=1)[C:3]([OH:31])=[O:2] |f:1.2,3.4|. Procedure: (2R)-3-methyl-2-[(ethylthio-6-benzthiazolsulfonyl) benzylamino]butanoic acid methylester (180 mg, 0.376 mmol) prepared in Example 26 was dissolved in THF/H2O (2 mL/2 mL), and LiOH (0.08 g, 5 equi.) was added. After reflux for 6 days, the reaction solution was distilled under reduced pressure and treated with 1N HCl, and ethylacetate (10 mL) was added to extract the product. The separated organic phase containing product was washed with NaCl solution, dried over MgSO4 and distilled under reduced ...